From a dataset of the Open Reaction Database (ORD), a public repository of structured organic reaction records. describe an organic reaction: reactants, conditions, products, and yield The reactants are BrC=1C=C(C2=C(C=CS(O2)(=O)=O)C1)S(=O)(=O)Cl (6-Bromo-8-chlorosulfonyl-2,2-dioxo-1,2-benzoxathiine), N (ammonia), Cl (hydrochloric acid). The solvent is O1CCCC1 (tetrahydrofuran). Reaction conditions: time 30 minute. Product: BrC=1C=C(C2=C(C=CS(O2)(=O)=O)C1)S(N)(=O)=O (6-bromo-8-sulfamoyl-2,2-dioxo-1,2-benzoxathiine). RXN SMILES: [Br:1][C:2]1[CH:3]=[C:4]([S:14](Cl)(=[O:16])=[O:15])[C:5]2[O:10][S:9](=[O:12])(=[O:11])[CH:8]=[CH:7][C:6]=2[CH:13]=1.[NH3:18].Cl>O1CCCC1>[Br:1][C:2]1[CH:3]=[C:4]([S:14](=[O:16])(=[O:15])[NH2:18])[C:5]2[O:10][S:9](=[O:12])(=[O:11])[CH:8]=[CH:7][C:6]=2[CH:13]=1. Reported procedure: The crystalline product obtained in (c) is dissolved in as small an amount of tetrahydrofuran as possible and the solution is added dropwise to 20 ml of 25% aqueous ammonia solution. After the reaction mixture has been stirred for 30 minutes it is poured into a mixture of ice and 10% hydrochloric acid. Extraction with ether yields 0.3 g of 6-bromo-8-sulfamoyl-2,2-dioxo-1,2-benzoxathiine of m.p. 224°-228° C. (decomposition with black colouration). The reactants are C(C)OC(C(=O)OCC)CC1=CC=C(C=C1)NC\C=C\C1=CC=C(C=C1)OS(=O)(=O)C (ethyl 2-ethoxy-3-{4-[(E)-3-(4-methylsulfonyloxyphenyl)-2-propenylamino]-phenyl}propionate), [OH-].[Li+] (lithium hydroxide), Example 14. Run in CO.O (methanol water). Product: C(C)OC(C(=O)O)CC1=CC=C(C=C1)NC\C=C\C1=CC=C(C=C1)OS(=O)(=O)C (2-Ethoxy-3-{4-[(E)-3-(4-methylsulfonyloxyphenyl)-2-propenylamino]phenyl}propionic acid). Reaction SMILES: [CH2:1]([O:3][CH:4]([CH2:10][C:11]1[CH:16]=[CH:15][C:14]([NH:17][CH2:18]/[CH:19]=[CH:20]/[C:21]2[CH:26]=[CH:25][C:24]([O:27][S:28]([CH3:31])(=[O:30])=[O:29])=[CH:23][CH:22]=2)=[CH:13][CH:12]=1)[C:5]([O:7]CC)=[O:6])[CH3:2].[OH-].[Li+]>CO.O>[CH2:1]([O:3][CH:4]([CH2:10][C:11]1[CH:12]=[CH:13][C:14]([NH:17][CH2:18]/[CH:19]=[CH:20]/[C:21]2[CH:22]=[CH:23][C:24]([O:27][S:28]([CH3:31])(=[O:29])=[O:30])=[CH:25][CH:26]=2)=[CH:15][CH:16]=1)[C:5]([OH:7])=[O:6])[CH3:2] |f:1.2,3.4|. Reported procedure: The title compound was synthesized by hydrolyzing ethyl 2-ethoxy-3-{4-[(E)-3-(4-methylsulfonyloxyphenyl)-2-propenylamino]-phenyl}propionate obtained in example 11 (140 mg, 0.313 mmol) in methanol-water (2:1, 6 mL) using lithium hydroxide (17 mg, 0.407 mmol) following the same procedure as described in the Example 14 (40 mg, 30.5%).